This data is from the Open Reaction Database (ORD), a public repository of structured organic reaction records. The task is: describe an organic reaction: reactants, conditions, products, and yield The reactants are C1(=CC=CC=C1)P(C1=CC=CC=C1)C1=CC=CC=C1 (triphenylphosphine), ClC(Br)(Cl)Cl (trichlorobromomethane), S1C(=CC=C1)CC(=O)O (2-thienylacetic acid), NC1=NC(=CC(=C1)C)C (2-amino-4,6-dimethylpyridine). The solvent is O1CCCC1 (tetrahydrofuran). Yields the product CC1=CC(=NC(=C1)C)NC(CC=1SC=CC1)=O (N-(4,6-DIMETHYL-2-PYRIDYL)-2-THIENYLACETAMIDE). As a reaction SMILES: C1(P(C2C=CC=CC=2)C2C=CC=CC=2)C=CC=CC=1.ClC(Cl)(Cl)Br.[S:25]1[CH:29]=[CH:28][CH:27]=[C:26]1[CH2:30][C:31]([OH:33])=O.[NH2:34][C:35]1[CH:40]=[C:39]([CH3:41])[CH:38]=[C:37]([CH3:42])[N:36]=1>O1CCCC1>[CH3:41][C:39]1[CH:38]=[C:37]([CH3:42])[N:36]=[C:35]([NH:34][C:31](=[O:33])[CH2:30][C:26]2[S:25][CH:29]=[CH:28][CH:27]=2)[CH:40]=1. Procedure details: 9.22 g of triphenylphosphine, 6.93 ml of trichlorobromomethane, 5 g of 2-thienylacetic acid and 8.50 g of 2-amino-4,6-dimethylpyridine are dissolved in 120 ml of tetrahydrofuran. The mixture is brought to reflux and filtered, and the filtrate is concentrated; the residue is chromatographed on silica gel, eluting with dichloromethane, and the product obtained is recrystallized from isopropyl ether.